This data is from the Open Reaction Database (ORD), a public repository of structured organic reaction records. The task is: describe an organic reaction: reactants, conditions, products, and yield RXN SMILES: C[O:2][C:3](=O)[C:4]1[CH:9]=[C:8]([Br:10])[CH:7]=[N:6][CH:5]=1.[BH4-].[Na+]>CCO>[Br:10][C:8]1[CH:9]=[C:4]([CH2:3][OH:2])[CH:5]=[N:6][CH:7]=1 |f:1.2|. The reactants are [BH4-].[Na+] (NaBH4), COC(C1=CN=CC(=C1)Br)=O (5-bromo-nicotinic acid methyl ester), ice. Run in CCO (EtOH). Reaction conditions: temperature 0 celsius, time 3 hour. The yield is 54.9%. Product: BrC=1C=C(C=NC1)CO ((5-bromopyridin-3-yl)methanol). Procedure: A suspension of 5-bromo-nicotinic acid methyl ester (example 26d) (10 g, 46.29 mmol) in anhydrous EtOH (100 ml) was cooled to 0° C. and NaBH4 (4.03 g, 106.47 mmol) was added in portions within 15 min. After stirred at 0° C. for 1 hour the ice bath was removed and stirring was continued at room temperature for 3 hours, then the reaction mixture was heated to reflux overnight. The solvent was evaporated and acetone (50 mL) was added and the solution stirred for 30 minutes then the acetone was evap... Run at temperature 200 celsius, time 8 hour. The solvent is O (water). Product: C(#N)C1=CC=CC2=C1CC(C1=C(S2)C=CC=C1)=O (9-cyano-10,11-dihydro-11-oxo-dibenzo[b,f]thiepin). Starting materials: [Cu](C#N)C#N (copper cyanide), CN1C(CCC1)=O (N-methyl pyrrolidone), N (ammonia), ClC1=CC=CC2=C1CC(C1=C(S2)C=CC=C1)=O (9-chloro-10,11-dihydro-11-oxo-dibenzo[b,f]thiepin). RXN SMILES: Cl[C:2]1[C:7]2[CH2:8][C:9](=[O:17])[C:10]3[CH:16]=[CH:15][CH:14]=[CH:13][C:11]=3[S:12][C:6]=2[CH:5]=[CH:4][CH:3]=1.[Cu](C#N)[C:19]#[N:20].CN1CCCC1=O.N>S([O-])([O-])(=O)=O.[Cu+2].O>[C:19]([C:2]1[C:7]2[CH2:8][C:9](=[O:17])[C:10]3[CH:16]=[CH:15][CH:14]=[CH:13][C:11]=3[S:12][C:6]=2[CH:5]=[CH:4][CH:3]=1)#[N:20] |f:4.5|. The reagents and catalysts are S(=O)(=O)([O-])[O-].[Cu+2] (copper sulfate). Reported procedure: The mixture of 2.6 g of 9-chloro-10,11-dihydro-11-oxo-dibenzo[b,f]thiepin, 2.0 g. of copper cyanide, 0.1 g of anhydrous copper sulfate and 50 ml of N-methyl pyrrolidone was heated with stirring at 200° C. overnight in a flask equipped with a tube packed with silica gel. After cooling, to the reaction mixture were added 100 ml of conc. aqueous ammonia and 200 ml of water, and the resulting mixture was extracted with benzene. The extract was washed with water, diluted hydrochloric acid and then wa... Reactants: C(C)#N (acetonitrile), BrCC(=CC=O)C (4-bromo-3-methyl-2-butenal), Br[Si](C)(C)C (bromotrimethylsilane). Run in C(C)N(CC)CC (triethylamine), CCCCC (Pentane), CCCCC (pentane), CCCCC (pentane), CCCCC (pentane). Conditions: temperature 20 celsius, time 2 day. Product: BrC=C(C=CO[Si](C)(C)C)C (1-Bromo-2-methyl-4-trimethylsilyloxybutadiene). Yield: 25.8%. RXN SMILES: C(#N)C.[Br:4][CH2:5][C:6]([CH3:10])=[CH:7][CH:8]=[O:9].Br[Si:12]([CH3:15])([CH3:14])[CH3:13]>CCCCC.C(N(CC)CC)C>[Br:4][CH:5]=[C:6]([CH3:10])[CH:7]=[CH:8][O:9][Si:12]([CH3:15])([CH3:14])[CH3:13]. Procedure: Pentane (120 cc), acetonitrile (120 cc), 4-bromo-3-methyl-2-butenal (9 g, 107 mmol) and triethylamine (13 g) are introduced under an argon atmosphere into a 500-cc three-necked round-bottomed flask. The temperature is kept at 0° C. and bromotrimethylsilane (19.6 g) is then added over 20 minutes. The mixture is stirred for 2 days at a temperature in the region of 20° C. The pentane solution is sampled with a syringe and is then replaced with an equivalent quantity of pentane. The operation is rep... The reactants are ClC1=C(C(=NC2=CC(=CC(=C12)F)F)C1=C(C=CC=C1)S(=O)(=O)C)C (4-chloro-5,7-difluoro-3-methyl-2-(2-(methylsulfonyl)phenyl)quinoline), COC1=CC=C(C=N1)C1=NC=C(C=C1N)N1CCOCC1 (6′-methoxy-5-morpholino-2,3′-bipyridin-3-amine). Solvent: C1(=CC=CC=C1)C (toluene). Yields the product FC1=C2C(=C(C(=NC2=CC(=C1)F)C1=C(C=CC=C1)S(=O)(=O)C)C)NC=1C(=NC=C(C1)N1CCOCC1)C=1C=NC(=CC1)OC (5,7-difluoro-N-(6′-methoxy-5-morpholino-2,3′-bipyridin-3-yl)-3-methyl-2-(2-(methylsulfonyl)-phenyl)quinolin-4-amine). Reaction SMILES: Cl[C:2]1[C:11]2[C:6](=[CH:7][C:8]([F:13])=[CH:9][C:10]=2[F:12])[N:5]=[C:4]([C:14]2[CH:19]=[CH:18][CH:17]=[CH:16][C:15]=2[S:20]([CH3:23])(=[O:22])=[O:21])[C:3]=1[CH3:24].[CH3:25][O:26][C:27]1[N:32]=[CH:31][C:30]([C:33]2[C:38]([NH2:39])=[CH:37][C:36]([N:40]3[CH2:45][CH2:44][O:43][CH2:42][CH2:41]3)=[CH:35][N:34]=2)=[CH:29][CH:28]=1>C1(C)C=CC=CC=1>[F:12][C:10]1[CH:9]=[C:8]([F:13])[CH:7]=[C:6]2[C:11]=1[C:2]([NH:39][C:38]1[C:33]([C:30]3[CH:31]=[N:32][C:27]([O:26][CH3:25])=[CH:28][CH:29]=3)=[N:34][CH:35]=[C:36]([N:40]3[CH2:41][CH2:42][O:43][CH2:44][CH2:45]3)[CH:37]=1)=[C:3]([CH3:24])[C:4]([C:14]1[CH:19]=[CH:18][CH:17]=[CH:16][C:15]=1[S:20]([CH3:23])(=[O:22])=[O:21])=[N:5]2. Procedure: Essentially prepared according to Procedure H using 4-chloro-5,7-difluoro-3-methyl-2-(2-(methylsulfonyl)phenyl)quinoline (50.0 mg, 0.140 mmol) and 6′-methoxy-5-morpholino-2,3′-bipyridin-3-amine in toluene to give 5,7-difluoro-N-(6′-methoxy-5-morpholino-2,3′-bipyridin-3-yl)-3-methyl-2-(2-(methylsulfonyl)-phenyl)quinolin-4-amine. 1H NMR (CDCl3) δ ppm 8.64 (1H, d, J=1.8 Hz), 8.20 (1H, d, J=7.2 Hz), 8.00 (1H, dd, J=8.5, 2.4 Hz), 7.94 (1H, br. s.), 7.80 (1H, td, J=7.5, 1.4 Hz), 7.70 (1H, td, J=7.7, 1... Reactants: CC(C)C1=CC(C(C)C)=C(c2ccccc2)C(C(C)C)(P(C(C)(C)C)C(C)(C)C)C1, CCOC(C)=O, O=[N+]([O-])c1cc(Cl)cc(Cl)c1, Cl, [K+], C1COCCO1, O=C(C=Cc1ccccc1)C=Cc1ccccc1, O=C(C=Cc1ccccc1)C=Cc1ccccc1, O=C(C=Cc1ccccc1)C=Cc1ccccc1, [OH-], O, O, [Pd], [Pd]. Yields the product O=[N+]([O-])c1cc(O)cc(Cl)c1. Reaction SMILES: [C:14]([P:15]([C:16]([CH3:17])([CH3:18])[CH3:19])[C:20]1([CH:21]([CH3:22])[CH3:23])[CH2:24][C:25]([CH:26]([CH3:27])[CH3:28])=[CH:29][C:30]([CH:31]([CH3:32])[CH3:33])=[C:34]1[c:35]1[cH:36][cH:37][cH:38][cH:39][cH:40]1)([CH3:41])([CH3:42])[CH3:43].[C:45]([O:46][CH2:47][CH3:48])(=[O:49])[CH3:50].[Cl:1][c:2]1[cH:3][c:4]([Cl:11])[cH:5][c:6]([N+:8](=[O:9])[O-:10])[cH:7]1.[ClH:44].[K+:13].[O:109]1[CH2:110][CH2:111][O:112][CH2:113][CH2:114]1.[O:54]=[C:55]([CH:56]=[CH:57][c:58]1[cH:59][cH:60][cH:61][cH:62][cH:63]1)[CH:64]=[CH:65][c:66]1[cH:67][cH:68][cH:69][cH:70][cH:71]1.[O:72]=[C:73]([CH:74]=[CH:75][c:76]1[cH:77][cH:78][cH:79][cH:80][cH:81]1)[CH:82]=[CH:83][c:84]1[cH:85][cH:86][cH:87][cH:88][cH:89]1.[O:90]=[C:91]([CH:92]=[CH:93][c:94]1[cH:95][cH:96][cH:97][cH:98][cH:99]1)[CH:100]=[CH:101][c:102]1[cH:103][cH:104][cH:105][cH:106][cH:107]1.[OH-:12].[OH2:108].[OH2:51].[Pd:52].[Pd:53]>>[Cl:1][c:2]1[cH:3][c:4]([OH:12])[cH:5][c:6]([N+:8](=[O:9])[O-:10])[cH:7]1. Starting materials: CC(=O)O[BH-](OC(C)=O)OC(C)=O, CO, ClC(Cl)Cl, [K+], [K+], COc1cc2nccc(OCCn3nc(-c4cccc(CN)c4)ccc3=O)c2cc1C=O, [Na+], O=C([O-])[O-]. The product is COc1cc2nccc(OCCn3nc(-c4cccc(CN)c4)ccc3=O)c2cc1CO. Reaction SMILES: [C:1]([O:2][BH-:3]([O:4][C:5](=[O:6])[CH3:7])[O:8][C:9](=[O:10])[CH3:11])(=[O:12])[CH3:13].[CH3:57][OH:58].[Cl:53][CH:54]([Cl:55])[Cl:56].[K+:47].[K+:48].[NH2:15][CH2:16][c:17]1[cH:18][c:19](-[c:23]2[n:24][n:25]([CH2:30][CH2:31][O:32][c:33]3[cH:34][cH:35][n:36][c:37]4[cH:38][c:39]([O:45][CH3:46])[c:40]([CH:43]=[O:44])[cH:41][c:42]34)[c:26](=[O:29])[cH:27][cH:28]2)[cH:20][cH:21][cH:22]1.[Na+:14].[O-:49][C:50]([O-:51])=[O:52]>>[NH2:15][CH2:16][c:17]1[cH:18][c:19](-[c:23]2[n:24][n:25]([CH2:30][CH2:31][O:32][c:33]3[cH:34][cH:35][n:36][c:37]4[cH:38][c:39]([O:45][CH3:46])[c:40]([CH2:43][OH:44])[cH:41][c:42]34)[c:26](=[O:29])[cH:27][cH:28]2)[cH:20][cH:21][cH:22]1.